This data is from the Open Reaction Database (ORD), a public repository of structured organic reaction records. The task is: describe an organic reaction: reactants, conditions, products, and yield Starting materials: NC1=CC=C(C2=CC=CC=C12)N1CC(N(CC1)C(=O)OC(C)(C)C)C (tert-butyl 4-(4-amino-1-naphthyl)-2-methyl-1-piperazinecarboxylate), NC1=CC=C(C2=CC=CC=C12)N1CC(N(CC1)C(=O)OC(C)(C)C)C (tert-butyl 4-(4-amino-1-naphthyl)-2-methyl-1-piperazinecarboxylate), COC=1C=C(C=CC1OC)S(=O)(=O)Cl (3,4-dimethoxybenzenesulfonyl chloride). The product is Cl.COC=1C=C(C=CC1OC)S(=O)(=O)NC1=CC=C(C2=CC=CC=C12)N1CC(NCC1)C (3,4-Dimethoxy-N-[4-(3-methyl-1-piperazinyl)-1-naphthyl]benzenesulfonamide, hydrochloride), HCl-salt. Isolated yield 26.0%. Reaction SMILES: [NH2:1][C:2]1[C:11]2[C:6](=[CH:7][CH:8]=[CH:9][CH:10]=2)[C:5]([N:12]2[CH2:17][CH2:16][N:15](C(OC(C)(C)C)=O)[CH:14]([CH3:25])[CH2:13]2)=[CH:4][CH:3]=1.[CH3:26][O:27][C:28]1[CH:29]=[C:30]([S:36]([Cl:39])(=[O:38])=[O:37])[CH:31]=[CH:32][C:33]=1[O:34][CH3:35]>>[ClH:39].[CH3:26][O:27][C:28]1[CH:29]=[C:30]([S:36]([NH:1][C:2]2[C:11]3[C:6](=[CH:7][CH:8]=[CH:9][CH:10]=3)[C:5]([N:12]3[CH2:17][CH2:16][NH:15][CH:14]([CH3:25])[CH2:13]3)=[CH:4][CH:3]=2)(=[O:37])=[O:38])[CH:31]=[CH:32][C:33]=1[O:34][CH3:35] |f:2.3|. Reported procedure: The title compound was prepared from (intermediate 8 after reduction according to Method A) tert-butyl 4-(4-amino-1-naphthyl)-2-methyl-1-piperazinecarboxylate (0.189 g, 0.55 mmol) and 3,4-dimethoxybenzenesulfonyl chloride (0.130 g, 0.55 mmol) by the method described above: yield HCl-salt 0.068 g (26%); 1H NMR (CD3OD) Reactants: O=C([O-])[O-], CN(C)C=O, Fc1ccc2sc(CCl)nc2c1, Cl, Cc1oc2ccc(O)cc2c(=O)c1Cc1cccc(NS(=O)(=O)C(F)(F)F)c1, [K+], [K+], O. Product: Cc1oc2ccc(OCc3nc4cc(F)ccc4s3)cc2c(=O)c1Cc1cccc(NS(=O)(=O)C(F)(F)F)c1. RXN SMILES: [C:29](=[O:30])([O-:31])[O-:32].[CH3:48][N:49]([CH3:50])[CH:51]=[O:52].[Cl:35][CH2:36][c:37]1[s:38][c:39]2[c:40]([n:41]1)[cH:42][c:43]([F:46])[cH:44][cH:45]2.[ClH:47].[F:1][C:2]([S:3](=[O:4])(=[O:5])[NH:6][c:7]1[cH:8][c:9]([CH2:13][c:14]2[c:15]([CH3:26])[o:16][c:17]3[cH:18][cH:19][c:20]([OH:25])[cH:21][c:22]3[c:23]2=[O:24])[cH:10][cH:11][cH:12]1)([F:27])[F:28].[K+:33].[K+:34].[OH2:53]>>[F:1][C:2]([S:3](=[O:4])(=[O:5])[NH:6][c:7]1[cH:8][c:9]([CH2:13][c:14]2[c:15]([CH3:26])[o:16][c:17]3[cH:18][cH:19][c:20]([O:25][CH2:36][c:37]4[s:38][c:39]5[c:40]([n:41]4)[cH:42][c:43]([F:46])[cH:44][cH:45]5)[cH:21][c:22]3[c:23]2=[O:24])[cH:10][cH:11][cH:12]1)([F:27])[F:28]. Reactants: CN1CCNCC1 (N-Methylpiperazine), CC1(C(CCC(C1)=O)NC(OCC1=CC=CC=C1)=O)C (benzyl 2,2-dimethyl-4-oxocyclohexylcarbamate), [BH-](OC(=O)C)(OC(=O)C)OC(=O)C.[Na+] (Na(OAc)3BH). The solvent is ClCCl (dichloromethane), ClCCl (dichloromethane). Reaction conditions: time 2 hour. Yields the product CC1(C(CCC(C1)N1CCN(CC1)C)NC(OCC1=CC=CC=C1)=O)C (Benzyl 2,2-dimethyl-4-(4-methylpiperazin-1-yl)cyclohexylcarbamate). Isolated yield 44.0%. RXN SMILES: [CH3:1][N:2]1[CH2:7][CH2:6][NH:5][CH2:4][CH2:3]1.[CH3:8][C:9]1([CH3:27])[CH2:14][C:13](=O)[CH2:12][CH2:11][CH:10]1[NH:16][C:17](=[O:26])[O:18][CH2:19][C:20]1[CH:25]=[CH:24][CH:23]=[CH:22][CH:21]=1.[BH-](OC(C)=O)(OC(C)=O)OC(C)=O.[Na+]>ClCCl>[CH3:8][C:9]1([CH3:27])[CH2:14][CH:13]([N:5]2[CH2:6][CH2:7][N:2]([CH3:1])[CH2:3][CH2:4]2)[CH2:12][CH2:11][CH:10]1[NH:16][C:17](=[O:26])[O:18][CH2:19][C:20]1[CH:25]=[CH:24][CH:23]=[CH:22][CH:21]=1 |f:2.3|. Procedure: N-Methylpiperazine (0.620 ml, 5.6 mmol, 2 eq) was added at 0° C. to a solution of benzyl 2,2-dimethyl-4-oxocyclohexylcarbamate (770 mg, 2.8 mmol, 1 eq) in dichloromethane (15 ml), and stirring was carried out for 2 h at RT. Na(OAc)3BH (1.78 g, 8.4 mmol, 3 eq) was added in portions at 0° C., and stirring was carried out for 18 h at RT. The reaction solution was diluted with dichloromethane (60 ml), washed with water (50 ml) and sat. NaCl solution (50 ml), dried over sodium sulfate and concentrate... Reactants: C=O (formaldehyde), C(C)(=O)O[BH-](OC(C)=O)OC(C)=O.[Na+] (sodium triacetoxy borohydride), NC1=C(C(=O)NCC(F)(F)F)C=CC(=C1)C1=NOC(C1)(C(F)(F)F)C1=CC(=CC(=C1)Cl)Cl (2-amino-4-[5-(3,5-dichlorophenyl)-5-trifluoromethyl-4,5-dihydroisoxazol-3-yl]-N-(2,2,2-trifluoroethyl)benzoic acid amide), ice water. Run in ClCCCl (1,2-dichloroethane). Run at time 1 hour. Yields the product ClC=1C=C(C=C(C1)Cl)C1(CC(=NO1)C1=CC(=C(C(=O)NCC(F)(F)F)C=C1)NC)C(F)(F)F (4-[5-(3,5-dichlorophenyl)-5-trifluoromethyl-4,5-dihydroisoxazol-3-yl]-2-methylamino-N-(2,2,2-trifluoroethyl)benzoic acid amide). Isolated yield 50.6%. As a reaction SMILES: [NH2:1][C:2]1[CH:15]=[C:14]([C:16]2[CH2:20][C:19]([C:25]3[CH:30]=[C:29]([Cl:31])[CH:28]=[C:27]([Cl:32])[CH:26]=3)([C:21]([F:24])([F:23])[F:22])[O:18][N:17]=2)[CH:13]=[CH:12][C:3]=1[C:4]([NH:6][CH2:7][C:8]([F:11])([F:10])[F:9])=[O:5].C=O.[C:35](O[BH-](OC(=O)C)OC(=O)C)(=O)C.[Na+]>ClCCCl>[Cl:32][C:27]1[CH:26]=[C:25]([C:19]2([C:21]([F:24])([F:23])[F:22])[O:18][N:17]=[C:16]([C:14]3[CH:13]=[CH:12][C:3]([C:4]([NH:6][CH2:7][C:8]([F:10])([F:9])[F:11])=[O:5])=[C:2]([NH:1][CH3:35])[CH:15]=3)[CH2:20]2)[CH:30]=[C:29]([Cl:31])[CH:28]=1 |f:2.3|. Reported procedure: In a solution of 0.25 g of 2-amino-4-[5-(3,5-dichlorophenyl)-5-trifluoromethyl-4,5-dihydroisoxazol-3-yl]-N-(2,2,2-trifluoroethyl)benzoic acid amide (Compound of the present invention No. 5-329) synthesized in Synthetic Example 12 and 0.06 g of 36% formaldehyde aqueous solution in 7 ml of 1,2-dichloroethane, 1.00 g of sodium triacetoxy borohydride was added with stirring at room temperature in three portions at 1 hour-interval, and continued to stir at the same temperature for further 2 hours. Af... Reactants: C(C)(C)(CC(C)(C)C)C1=CC=C(OCCOCCN(C)C)C=C1 (p-tert-octyl phenoxy ethoxy ethyl dimethylamine), C(C(C)C)C(=O)C (methyl isobutyl ketone), C(C1=CC=CC=C1)Cl (benzyl chloride). Run in C1CCCCC1 (cyclohexane). Reaction conditions: time 2 hour. Product: CC(C)(C)CC(C)(C)C=1C=CC(=CC1)OCCOCC[N+](C)(C)CC=2C=CC=CC2.[Cl-] (Benzethonium Chloride). Reaction SMILES: [C:1]([C:9]1[CH:23]=[CH:22][C:12]([O:13][CH2:14][CH2:15][O:16][CH2:17][CH2:18][N:19]([CH3:21])[CH3:20])=[CH:11][CH:10]=1)([CH2:4][C:5]([CH3:8])([CH3:7])[CH3:6])([CH3:3])[CH3:2].C(C(C)=O)C(C)C.[CH2:31]([Cl:38])[C:32]1[CH:37]=[CH:36][CH:35]=[CH:34][CH:33]=1>C1CCCCC1>[CH3:6][C:5]([CH2:4][C:1]([C:9]1[CH:23]=[CH:22][C:12]([O:13][CH2:14][CH2:15][O:16][CH2:17][CH2:18][N+:19]([CH2:31][C:32]2[CH:33]=[CH:34][CH:35]=[CH:36][CH:37]=2)([CH3:21])[CH3:20])=[CH:11][CH:10]=1)([CH3:2])[CH3:3])([CH3:8])[CH3:7].[Cl-:38] |f:4.5|. Procedure details: 170.0 g of p-tert-octyl phenoxy ethoxy ethyl dimethylamine was added to a 1 L four-necked reaction flask, to which were sequentially added 100.2 g of methyl isobutyl ketone and 126.6 g of benzyl chloride. The reaction mixture was heated to reflux. The reaction was carried out for 2 hours. Then, 168.2 g of cyclohexane was added slowly. The flask was cooled to carry out crystallization. 156.8 g of a white solid was collected. The content of benzethonium chloride was 99.2% determined by titration a... Conditions: time 2 hour. Product: C(CCCCCCCCCCCCCCCCC)OC=1C=C(COC=2C=C(CO)C=C(C2OCC2=CC(=C(C(=C2)OCCCCCCCCCCCCCCCCCC)OCCCCCCCCCCCCCCCCCC)OCCCCCCCCCCCCCCCCCC)OCC2=CC(=C(C(=C2)OCCCCCCCCCCCCCCCCCC)OCCCCCCCCCCCCCCCCCC)OCCCCCCCCCCCCCCCCCC)C=C(C1OCCCCCCCCCCCCCCCCCC)OCCCCCCCCCCCCCCCCCC (3,4,5-tris[3,4,5-tris(octadecyloxy)benzyloxy]benzyl alcohol). The solvent is COC1CCCC1 (cyclopentyl methyl ether). The yield is 94.5%. Procedure details: Methyl {3,4,5-tris[3,4,5-tris(octadecyloxy)benzyloxy]}benzoate (1.01 g, 350 μmol) was dissolved in dehydrating cyclopentyl methyl ether (20 mL) and, under ice-cooling, lithium aluminum hydride (31.8 mg, 840 μmol) was added, and the mixture was stirred at room temperature for 2 hr. After completion of the reaction, 0.1 mol/L aqueous hydrochloric acid was added dropwise to decompose unreacted lithium aluminum hydride and the mixture was washed with 1.0 mol/L aqueous hydrochloric acid. The organic ... Starting materials: C(CCCCCCCCCCCCCCCCC)OC=1C=C(COC=2C=C(C(=O)OC)C=C(C2OCC2=CC(=C(C(=C2)OCCCCCCCCCCCCCCCCCC)OCCCCCCCCCCCCCCCCCC)OCCCCCCCCCCCCCCCCCC)OCC2=CC(=C(C(=C2)OCCCCCCCCCCCCCCCCCC)OCCCCCCCCCCCCCCCCCC)OCCCCCCCCCCCCCCCCCC)C=C(C1OCCCCCCCCCCCCCCCCCC)OCCCCCCCCCCCCCCCCCC (Methyl {3,4,5-tris[3,4,5-tris(octadecyloxy)benzyloxy]}benzoate), [H-].[Al+3].[Li+].[H-].[H-].[H-] (lithium aluminum hydride), [H-].[Al+3].[Li+].[H-].[H-].[H-] (lithium aluminum hydride), Cl (hydrochloric acid). As a reaction SMILES: [CH2:1]([O:19][C:20]1[CH:21]=[C:22]([CH:165]=[C:166]([O:187][CH2:188][CH2:189][CH2:190][CH2:191][CH2:192][CH2:193][CH2:194][CH2:195][CH2:196][CH2:197][CH2:198][CH2:199][CH2:200][CH2:201][CH2:202][CH2:203][CH2:204][CH3:205])[C:167]=1[O:168][CH2:169][CH2:170][CH2:171][CH2:172][CH2:173][CH2:174][CH2:175][CH2:176][CH2:177][CH2:178][CH2:179][CH2:180][CH2:181][CH2:182][CH2:183][CH2:184][CH2:185][CH3:186])[CH2:23][O:24][C:25]1[CH:26]=[C:27]([CH:32]=[C:33]([O:100][CH2:101][C:102]2[CH:107]=[C:106]([O:108][CH2:109][CH2:110][CH2:111][CH2:112][CH2:113][CH2:114][CH2:115][CH2:116][CH2:117][CH2:118][CH2:119][CH2:120][CH2:121][CH2:122][CH2:123][CH2:124][CH2:125][CH3:126])[C:105]([O:127][CH2:128][CH2:129][CH2:130][CH2:131][CH2:132][CH2:133][CH2:134][CH2:135][CH2:136][CH2:137][CH2:138][CH2:139][CH2:140][CH2:141][CH2:142][CH2:143][CH2:144][CH3:145])=[C:104]([O:146][CH2:147][CH2:148][CH2:149][CH2:150][CH2:151][CH2:152][CH2:153][CH2:154][CH2:155][CH2:156][CH2:157][CH2:158][CH2:159][CH2:160][CH2:161][CH2:162][CH2:163][CH3:164])[CH:103]=2)[C:34]=1[O:35][CH2:36][C:37]1[CH:42]=[C:41]([O:43][CH2:44][CH2:45][CH2:46][CH2:47][CH2:48][CH2:49][CH2:50][CH2:51][CH2:52][CH2:53][CH2:54][CH2:55][CH2:56][CH2:57][CH2:58][CH2:59][CH2:60][CH3:61])[C:40]([O:62][CH2:63][CH2:64][CH2:65][CH2:66][CH2:67][CH2:68][CH2:69][CH2:70][CH2:71][CH2:72][CH2:73][CH2:74][CH2:75][CH2:76][CH2:77][CH2:78][CH2:79][CH3:80])=[C:39]([O:81][CH2:82][CH2:83][CH2:84][CH2:85][CH2:86][CH2:87][CH2:88][CH2:89][CH2:90][CH2:91][CH2:92][CH2:93][CH2:94][CH2:95][CH2:96][CH2:97][CH2:98][CH3:99])[CH:38]=1)[C:28](OC)=[O:29])[CH2:2][CH2:3][CH2:4][CH2:5][CH2:6][CH2:7][CH2:8][CH2:9][CH2:10][CH2:11][CH2:12][CH2:13][CH2:14][CH2:15][CH2:16][CH2:17][CH3:18].[H-].[Al+3].[Li+].[H-].[H-].[H-].Cl>COC1CCCC1>[CH2:188]([O:187][C:166]1[CH:165]=[C:22]([CH:21]=[C:20]([O:19][CH2:1][CH2:2][CH2:3][CH2:4][CH2:5][CH2:6][CH2:7][CH2:8][CH2:9][CH2:10][CH2:11][CH2:12][CH2:13][CH2:14][CH2:15][CH2:16][CH2:17][CH3:18])[C:167]=1[O:168][CH2:169][CH2:170][CH2:171][CH2:172][CH2:173][CH2:174][CH2:175][CH2:176][CH2:177][CH2:178][CH2:179][CH2:180][CH2:181][CH2:182][CH2:183][CH2:184][CH2:185][CH3:186])[CH2:23][O:24][C:25]1[CH:26]=[C:27]([CH:32]=[C:33]([O:100][CH2:101][C:102]2[CH:103]=[C:104]([O:146][CH2:147][CH2:148][CH2:149][CH2:150][CH2:151][CH2:152][CH2:153][CH2:154][CH2:155][CH2:156][CH2:157][CH2:158][CH2:159][CH2:160][CH2:161][CH2:162][CH2:163][CH3:164])[C:105]([O:127][CH2:128][CH2:129][CH2:130][CH2:131][CH2:132][CH2:133][CH2:134][CH2:135][CH2:136][CH2:137][CH2:138][CH2:139][CH2:140][CH2:141][CH2:142][CH2:143][CH2:144][CH3:145])=[C:106]([O:108][CH2:109][CH2:110][CH2:111][CH2:112][CH2:113][CH2:114][CH2:115][CH2:116][CH2:117][CH2:118][CH2:119][CH2:120][CH2:121][CH2:122][CH2:123][CH2:124][CH2:125][CH3:126])[CH:107]=2)[C:34]=1[O:35][CH2:36][C:37]1[CH:38]=[C:39]([O:81][CH2:82][CH2:83][CH2:84][CH2:85][CH2:86][CH2:87][CH2:88][CH2:89][CH2:90][CH2:91][CH2:92][CH2:93][CH2:94][CH2:95][CH2:96][CH2:97][CH2:98][CH3:99])[C:40]([O:62][CH2:63][CH2:64][CH2:65][CH2:66][CH2:67][CH2:68][CH2:69][CH2:70][CH2:71][CH2:72][CH2:73][CH2:74][CH2:75][CH2:76][CH2:77][CH2:78][CH2:79][CH3:80])=[C:41]([O:43][CH2:44][CH2:45][CH2:46][CH2:47][CH2:48][CH2:49][CH2:50][CH2:51][CH2:52][CH2:53][CH2:54][CH2:55][CH2:56][CH2:57][CH2:58][CH2:59][CH2:60][CH3:61])[CH:42]=1)[CH2:28][OH:29])[CH2:189][CH2:190][CH2:191][CH2:192][CH2:193][CH2:194][CH2:195][CH2:196][CH2:197][CH2:198][CH2:199][CH2:200][CH2:201][CH2:202][CH2:203][CH2:204][CH3:205] |f:1.2.3.4.5.6|. Starting materials: BrC1=COC2=CN=C(C=C21)C=2OC(=NN2)C (3-bromo-5-(5-methyl-1,3,4-oxadiazol-2-yl)furo[2,3-c]pyridine), FC(OC1=CC=C(C=C1)B(O)O)(F)F ([4-(trifluoromethoxy)phenyl]boronic acid). Product: CC1=NN=C(O1)C=1C=C2C(=CN1)OC=C2C2=CC=C(C=C2)OC(F)(F)F (5-(5-methyl-1,3,4-oxadiazol-2-yl)-3-[4-(trifluoromethoxy)phenyl]furo[2,3-c]pyridine). Yield: 25.0%. RXN SMILES: Br[C:2]1[C:10]2[C:5](=[CH:6][N:7]=[C:8]([C:11]3[O:12][C:13]([CH3:16])=[N:14][N:15]=3)[CH:9]=2)[O:4][CH:3]=1.[F:17][C:18]([F:30])([F:29])[O:19][C:20]1[CH:25]=[CH:24][C:23](B(O)O)=[CH:22][CH:21]=1>>[CH3:16][C:13]1[O:12][C:11]([C:8]2[CH:9]=[C:10]3[C:2]([C:23]4[CH:22]=[CH:21][C:20]([O:19][C:18]([F:17])([F:29])[F:30])=[CH:25][CH:24]=4)=[CH:3][O:4][C:5]3=[CH:6][N:7]=2)=[N:15][N:14]=1. Reported procedure: In the same manner as in Example 132 and using 3-bromo-5-(5-methyl-1,3,4-oxadiazol-2-yl)furo[2,3-c]pyridine instead of 2-(3-bromo-1-benzofuran-5-yl)-5-methyl-1,3,4-oxadiazole and using [4-(trifluoromethoxy)phenyl]boronic acid instead of (4-fluorophenyl)boronic acid, the title compound (yield 25%) was obtained as colorless crystals.